Dataset: the Open Reaction Database (ORD), a public repository of structured organic reaction records. Task: describe an organic reaction: reactants, conditions, products, and yield Starting materials: C(#C)[C@@]1([C@@H](OC[C@H]1O)N1C=2N=C(NC(C2N=C1)=O)NC(C(C)C)=O)F (9-[(2R)-2-Deoxy-2-C-ethynyl-2-fluoro-β-D-erythro-furanosyl]-N2-isobutyryl-guanine). Solvent: N (ammonia), C(C)(=O)OCC (ethyl acetate). Conditions: time 20 hour. Product: C(#C)[C@@]1([C@@H](OC[C@H]1O)N1C=2N=C(NC(C2N=C1)=O)N)F (9-[(2R)-2-Deoxy-2-C-ethynyl-2-fluoro-β-D-erythro-furanosyl]-guanine). As a reaction SMILES: [C:1]([C@@:3]1([F:25])[C@H:7]([OH:8])[CH2:6][O:5][C@H:4]1[N:9]1[CH:17]=[N:16][C:15]2[C:14](=[O:18])[NH:13][C:12]([NH:19]C(=O)C(C)C)=[N:11][C:10]1=2)#[CH:2]>N.C(OCC)(=O)C>[C:1]([C@@:3]1([F:25])[C@H:7]([OH:8])[CH2:6][O:5][C@H:4]1[N:9]1[CH:17]=[N:16][C:15]2[C:14](=[O:18])[NH:13][C:12]([NH2:19])=[N:11][C:10]1=2)#[CH:2]. Procedure details: Compound B4 (0.78 g, 1.33 mmol) was dissolved in saturated methanolic ammonia (62 mL) and stirred at room temperature for 20 h. The reaction mixture was then evaporated to dryness under reduced pressure. The residue was dissolved in water and washed twice with ethyl acetate. The aqueous layer was evaporated and purified on reverse phase column chromatography (C18) eluting with a gradient 2-15% of acetonitrile in water. The residue obtained was then dissolved in hot ethyl acetate, filtered and dr... Reactants: ClC1=CC=C(C=C1)C(O)C=1C=CC2=C(N(N=N2)C)C1 (6-[1-(4-Chlorophenyl)-1-hydroxymethyl]-1-methyl-1H-benzotriazole), P(Cl)(Cl)Cl (phosphorus trichloride). Yields the product ClC1=CC=C(C=C1)C(Cl)C=1C=CC2=C(N(N=N2)C)C1 (6-[1-(4-Chlorophenyl)-1-chloromethyl]-1-methyl-1H-benzotriazole). RXN SMILES: [Cl:1][C:2]1[CH:7]=[CH:6][C:5]([CH:8]([C:10]2[CH:11]=[CH:12][C:13]3[N:17]=[N:16][N:15]([CH3:18])[C:14]=3[CH:19]=2)O)=[CH:4][CH:3]=1.P(Cl)(Cl)[Cl:21]>>[Cl:1][C:2]1[CH:7]=[CH:6][C:5]([CH:8]([C:10]2[CH:11]=[CH:12][C:13]3[N:17]=[N:16][N:15]([CH3:18])[C:14]=3[CH:19]=2)[Cl:21])=[CH:4][CH:3]=1. Procedure: The alcohol (d) is reacted with phosphorus trichloride, yielding the title compound. Starting materials: N1(CCCCC1)CCO (1-Piperidineethanol), N1C=C(C2=CC=CC=C12)C(=O)Cl (1H-indole-3-carboxylic acid chloride). Yields the product N1C=C(C2=CC=CC=C12)C(=O)OCCN1CCCCC1 (2-(1-piperidyl)ethyl 1H-indole-3-carboxylate). As a reaction SMILES: [N:1]1([CH2:7][CH2:8][OH:9])[CH2:6][CH2:5][CH2:4][CH2:3][CH2:2]1.[NH:10]1[C:18]2[C:13](=[CH:14][CH:15]=[CH:16][CH:17]=2)[C:12]([C:19](Cl)=[O:20])=[CH:11]1>>[NH:10]1[C:18]2[C:13](=[CH:14][CH:15]=[CH:16][CH:17]=2)[C:12]([C:19]([O:9][CH2:8][CH2:7][N:1]2[CH2:6][CH2:5][CH2:4][CH2:3][CH2:2]2)=[O:20])=[CH:11]1. Procedure: 1-Piperidineethanol was reacted with 1H-indole-3-carboxylic acid chloride using the method described in Example 1 a to afford 2-(1-piperidyl)ethyl 1H-indole-3-carboxylate. Reactants: COC(=O)C=1C(C(=C(NC1C)COCC(OC)OC)C(=O)OCC)C1=C(C=CC=C1)Cl (4-(2-chlorophenyl)-2-(2,2-dimethoxy-ethoxymethyl)-1,4-dihydro-6-methyl-3,5-pyridinedicarboxylic acid 3-ethyl 5-methyl ester), Cl (hydrochloric acid). Run in O1CCCC1 (tetrahydrofuran). The product is COC(=O)C=1C(C(=C2COC=CN2C1C)C(=O)OCC)C1=C(C=CC=C1)Cl (8-(2-Chlorophenyl)-6-methyl-1,8-dihydropyrido [2,1-c][1,4]-oxazine-7,9-dicarboxylic acid 9-ethyl 7-methyl ester). Yield: 65.8%. RXN SMILES: [CH3:1][O:2][C:3]([C:5]1[CH:6]([C:25]2[CH:30]=[CH:29][CH:28]=[CH:27][C:26]=2[Cl:31])[C:7]([C:20]([O:22][CH2:23][CH3:24])=[O:21])=[C:8]([CH2:12][O:13][CH2:14][CH:15](OC)OC)[NH:9][C:10]=1[CH3:11])=[O:4].Cl>O1CCCC1>[CH3:1][O:2][C:3]([C:5]1[CH:6]([C:25]2[CH:30]=[CH:29][CH:28]=[CH:27][C:26]=2[Cl:31])[C:7]([C:20]([O:22][CH2:23][CH3:24])=[O:21])=[C:8]2[N:9]([C:10]=1[CH3:11])[CH:15]=[CH:14][O:13][CH2:12]2)=[O:4]. Procedure details: To a solution of 4-(2-chlorophenyl)-2-(2,2-dimethoxy-ethoxymethyl)-1,4-dihydro-6-methyl-3,5-pyridinedicarboxylic acid 3-ethyl 5-methyl ester (XX, 9.2 g) in tetrahydrofuran (200 mL) was added 3N hydrochloric acid (40 mL). The mixture was then refluxed for 4 h. On cooling to room temperature, tetrahydrofuran was removed under reduced pressure and the residue taken up in ethyl acetate (200 mL). The organic phase was washed with brine, dried (sodium sulfate), filtered and concentrated in vacuo. The ... Starting materials: Brc1nnc(Br)s1, CCCCCCCCOc1ccc(B(O)O)cc1, Cc1ccccc1, CCO, ClCCl, [Na+], [Na+], O=C([O-])[O-], O, c1ccc(P(c2ccccc2)(c2ccccc2)[Pd](P(c2ccccc2)(c2ccccc2)c2ccccc2)(P(c2ccccc2)(c2ccccc2)c2ccccc2)P(c2ccccc2)(c2ccccc2)c2ccccc2)cc1. Product: CCCCCCCCOc1ccc(-c2nnc(Br)s2)cc1. As a reaction SMILES: [Br:19][c:20]1[s:21][c:22]([Br:25])[n:23][n:24]1.[CH2:1]([CH2:2][CH2:3][CH2:4][CH2:5][CH2:6][CH2:7][CH3:8])[O:9][c:10]1[cH:11][cH:12][c:13]([B:16]([OH:17])[OH:18])[cH:14][cH:15]1.[CH3:32][c:33]1[cH:34][cH:35][cH:36][cH:37][cH:38]1.[CH3:39][CH2:40][OH:41].[Cl:120][CH2:121][Cl:122].[Na+:26].[Na+:27].[O-:28][C:29](=[O:30])[O-:31].[OH2:42].[cH:43]1[cH:44][cH:45][c:46]([P:47]([Pd:48]([P:49]([c:50]2[cH:51][cH:52][cH:53][cH:54][cH:55]2)([c:56]2[cH:57][cH:58][cH:59][cH:60][cH:61]2)[c:62]2[cH:63][cH:64][cH:65][cH:66][cH:67]2)([P:68]([c:69]2[cH:70][cH:71][cH:72][cH:73][cH:74]2)([c:75]2[cH:76][cH:77][cH:78][cH:79][cH:80]2)[c:81]2[cH:82][cH:83][cH:84][cH:85][cH:86]2)[P:87]([c:88]2[cH:89][cH:90][cH:91][cH:92][cH:93]2)([c:94]2[cH:95][cH:96][cH:97][cH:98][cH:99]2)[c:100]2[cH:101][cH:102][cH:103][cH:104][cH:105]2)([c:106]2[cH:107][cH:108][cH:109][cH:110][cH:111]2)[c:112]2[cH:113][cH:114][cH:115][cH:116][cH:117]2)[cH:118][cH:119]1>>[CH2:1]([CH2:2][CH2:3][CH2:4][CH2:5][CH2:6][CH2:7][CH3:8])[O:9][c:10]1[cH:11][cH:12][c:13](-[c:22]2[s:21][c:20]([Br:19])[n:24][n:23]2)[cH:14][cH:15]1.